Dataset: the Open Reaction Database (ORD), a public repository of structured organic reaction records. Task: describe an organic reaction: reactants, conditions, products, and yield RXN SMILES: [CH3:21][OH:22].[Cl:1][c:2]1[c:3]([C:4](=[O:5])[C:6]2([C:11](=[O:12])[O:13][CH2:14][CH3:15])[CH2:7][CH2:8][CH2:9][CH2:10]2)[cH:16][cH:17][cH:18][cH:19]1.[OH2:20]>>[Cl:1][c:2]1[c:3]([CH:4]([OH:5])[C:6]2([C:11](=[O:12])[O:13][CH2:14][CH3:15])[CH2:7][CH2:8][CH2:9][CH2:10]2)[cH:16][cH:17][cH:18][cH:19]1. Product: CCOC(=O)C1(C(O)c2ccccc2Cl)CCCC1. The reactants are CO, CCOC(=O)C1(C(=O)c2ccccc2Cl)CCCC1, O. Reactants: CO, CCC(C)(Oc1ccccn1)C(=O)OCc1ccccc1. Yields the product CCC(C)(Oc1ccccn1)C(=O)O. As a reaction SMILES: [CH3:22][OH:23].[n:1]1[c:2]([O:7][C:8]([C:9](=[O:10])[O:11][CH2:12][c:13]2[cH:14][cH:15][cH:16][cH:17][cH:18]2)([CH2:19][CH3:20])[CH3:21])[cH:3][cH:4][cH:5][cH:6]1>>[n:1]1[c:2]([O:7][C:8]([C:9](=[O:10])[OH:11])([CH2:19][CH3:20])[CH3:21])[cH:3][cH:4][cH:5][cH:6]1. The reactants are B.O1CCCC1 (Borane tetrahydrofuran), C(C)(C)(C)OC(C(C)(C)NC1=CC=C(C=C1)CCNC(CCCCCC)=O)=O (2-[4-(2-heptanoylamino-ethyl)-phenylamino]-2-methyl-propionic acid tert-butyl ester), Cl (hydrochloric acid). Run in O1CCCC1 (tetrahydrofuran). Run at time 18 hour. Product: C(CCCCCC)NCCC1=CC=C(C=C1)NC(C(=O)O)(C)C (2-[4-(2-heptylamino-ethyl)-phenylamino]-2-methyl-propionic acid). Isolated yield 37.4%. RXN SMILES: B.O1CCCC1.C([O:11][C:12](=[O:34])[C:13]([NH:16][C:17]1[CH:22]=[CH:21][C:20]([CH2:23][CH2:24][NH:25][C:26](=O)[CH2:27][CH2:28][CH2:29][CH2:30][CH2:31][CH3:32])=[CH:19][CH:18]=1)([CH3:15])[CH3:14])(C)(C)C.Cl>O1CCCC1>[CH2:26]([NH:25][CH2:24][CH2:23][C:20]1[CH:19]=[CH:18][C:17]([NH:16][C:13]([CH3:14])([CH3:15])[C:12]([OH:34])=[O:11])=[CH:22][CH:21]=1)[CH2:27][CH2:28][CH2:29][CH2:30][CH2:31][CH3:32] |f:0.1|. Procedure details: 1H NMR (400 MHz, CDCl3) δ6.98 (d, 2H), 6.59 (d, 2H), 5.38 (s, 1H), 4.03 (s, 1H), 3.47 (m, 2H), 2.70 (t, 2H), 2.11 (t, 2H), 1.65−1.40 (m, 3H), 1.53 (s, 6H), 1.39 (s, 9H), 1.29 (m, 5H), 0.89 (t, 3H). Borane-tetrahydrofuran complex (1.0M in THF; 6.96 mL, 6.96 mmol) was added to a solution of 2-[4-(2-heptanoylamino-ethyl)-phenylamino]-2-methyl-propionic acid tert-butyl ester (1.36 g, 3.48 mmol) and tetrahydrofuran (25 mL) and the resulting mixture stirred at ambient temperature for 18 h. Additional ... The reactants are C(C=C)OC1=CC=C(C(=O)O)C=C1 (p-allyloxybenzoic acid), C(#N)C1=CC=C(C=C1)O (p-cyanophenol), O (water). The solvent is C(Cl)(Cl)Cl (chloroform). Conditions: time 8 hour. Product: C(C=C)OC1=CC=C(C(=O)OC2=CC=C(C=C2)C#N)C=C1 (p-cyanophenyl p-allyloxybenzoate). Isolated yield 77.1%. Reaction SMILES: [CH2:1]([O:4][C:5]1[CH:13]=[CH:12][C:8]([C:9]([OH:11])=[O:10])=[CH:7][CH:6]=1)[CH:2]=[CH2:3].[C:14]([C:16]1[CH:21]=[CH:20][C:19](O)=[CH:18][CH:17]=1)#[N:15].O>C(Cl)(Cl)Cl>[CH2:1]([O:4][C:5]1[CH:13]=[CH:12][C:8]([C:9]([O:11][C:19]2[CH:20]=[CH:21][C:16]([C:14]#[N:15])=[CH:17][CH:18]=2)=[O:10])=[CH:7][CH:6]=1)[CH:2]=[CH2:3]. Reported procedure: 15.0 g of PPE, 4.00 g (22.4 mmol) of the compound (12) and 2.66 g (22.3 mmol) of p-cyanophenol were dissolved in ml of chloroform under an argon gas atmosphere and the whole was stirred at room temperature overnight. After addition of water to the reaction mixture, the whole was extracted with methylene chloride. After removal of the solvent by distillation, the residue was purified by silica gel column chromatography to obtain 4.80 g of p-cyanophenyl p-allyloxybenzoate (17) as a white solid (yi... Procedure details: To a solution of potassium hydroxide (14.0 g, 0.25 mole) in 14 ml water, is added a solution of 2-ethoxycarbonyl-1,2,3,4-tetrahydro-4-(m-trifluoromethylphenoxy) isoquinoline of Example 13 (11.5 g, 0.0315 mole) in 170 ml n-propanol, and the mixture is stirred at reflux for four hours. After cooling, the solvent is evaporated to a semi-solid, which is stirred with 500 ml water for fifteen minutes, then extracted with ether. The ether extract is washed twice with water, then dried (saturated NaCl, ... Product: C(\C=C/C(=O)O)(=O)O.FC(C=1C=C(OC2CNCC3=CC=CC=C23)C=CC1)(F)F (1,2,3,4-Tetrahydro-4-(m-trifluoromethylphenoxy)isoquinoline maleate). Solvent: O (water). The reactants are [OH-].[K+] (potassium hydroxide), C(C)OC(=O)N1CC2=CC=CC=C2C(C1)OC1=CC(=CC=C1)C(F)(F)F (2-ethoxycarbonyl-1,2,3,4-tetrahydro-4-(m-trifluoromethylphenoxy)isoquinoline), C(CC)O (n-propanol). As a reaction SMILES: [OH-:1].[K+].C([O:5][C:6]([N:8]1[CH2:17][CH:16]([O:18][C:19]2[CH:24]=[CH:23][CH:22]=[C:21]([C:25]([F:28])([F:27])[F:26])[CH:20]=2)[C:15]2[C:10](=[CH:11][CH:12]=[CH:13][CH:14]=2)[CH2:9]1)=[O:7])C.[CH2:29]([OH:32])[CH2:30][CH3:31]>O>[C:6]([OH:7])(=[O:5])/[CH:31]=[CH:30]\[C:29]([OH:1])=[O:32].[F:28][C:25]([F:26])([F:27])[C:21]1[CH:20]=[C:19]([CH:24]=[CH:23][CH:22]=1)[O:18][CH:16]1[C:15]2[C:10](=[CH:11][CH:12]=[CH:13][CH:14]=2)[CH2:9][NH:8][CH2:17]1 |f:0.1,5.6|. Reactants: compound A, ClC1=C(C=CC(=C1)Cl)C1=CC2=C(N(C3=CC=C(C=C23)C2=NN(C=C2)CCOC2OCCCC2)C)N(C1=O)C (3-(2,4-dichlorophenyl)-1,9-dimethyl-6-{1-[2-(tetrahydropyran-2-yloxy)ethyl]-1H-pyrazol-3-yl}-1,9-dihydropyrido[2,3-b]indol-2-one), C(C)(=O)O (acetic acid), C1CCOC1 (THF). Solvent: O (H2O). Reaction conditions: temperature 45 celsius. The product is ClC1=C(C=CC(=C1)Cl)C1=CC2=C(N(C3=CC=C(C=C23)C2=NN(C=C2)CCO)C)N(C1=O)C (3-(2,4-Dichlorophenyl)-6-[1-(2-hydroxyethyl)-1H-pyrazol-3-yl]-1,9-dimethyl-1,9-dihydropyrido[2,3-b]indol-2-one). Reaction SMILES: [Cl:1][C:2]1[CH:7]=[C:6]([Cl:8])[CH:5]=[CH:4][C:3]=1[C:9]1[C:36](=[O:37])[N:35]([CH3:38])[C:12]2[N:13]([CH3:34])[C:14]3[C:19]([C:11]=2[CH:10]=1)=[CH:18][C:17]([C:20]1[CH:24]=[CH:23][N:22]([CH2:25][CH2:26][O:27]C2CCCCO2)[N:21]=1)=[CH:16][CH:15]=3.C(O)(=O)C.C1COCC1>O>[Cl:1][C:2]1[CH:7]=[C:6]([Cl:8])[CH:5]=[CH:4][C:3]=1[C:9]1[C:36](=[O:37])[N:35]([CH3:38])[C:12]2[N:13]([CH3:34])[C:14]3[C:19]([C:11]=2[CH:10]=1)=[CH:18][C:17]([C:20]1[CH:24]=[CH:23][N:22]([CH2:25][CH2:26][OH:27])[N:21]=1)=[CH:16][CH:15]=3. Procedure details: A solution containing 311 mg (0.56 mmol) of compound A 3-(2,4-dichlorophenyl)-1,9-dimethyl-6-{1-[2-(tetrahydropyran-2-yloxy)ethyl]-1H-pyrazol-3-yl}-1,9-dihydropyrido[2,3-b]indol-2-one, 2.7 ml of acetic acid, 1.3 ml of THF and 0.7 ml of H2O is heated at 45° C. for 16 h. The reaction medium is allowed to cool, adsorbed onto silica and purified by flash chromatography, elution being carried out with EtOAc/20% cyclohexane, then 100% EtOAc, and, finally, EtOAc/5% MeOH. The residue is taken up in MeOH... The reactants are FC1=CC=C(CN2C=CC3=CC(=CC=C23)C2=CC=CC=C2)C=C1 (1-(4-fluorobenzyl)-5-phenyl-1H-indole), C(C(=O)Cl)(=O)Cl (oxalyl chloride), O (H2O). Reported procedure: The title compound was prepared from 1-(4-fluorobenzyl)-5-phenyl-1H-indole and oxalyl chloride in substantially the same manner, as described in Step 3 of Example 25. The product was obtained as a light brown solid, mp: 165-166° C. Mass spectrum (ESI, [M+H]+) m/z 374. 1HNMR (400 MHz, DMSO-d6): δ 13.54 (br s, 1H), 8.73 (s, 1H), 8.42 (s, 1H), 7.68 (d, 1H, J=8.5 Hz), 7.64 (d, 2H, J=7.5 Hz), 7.58 (dd, 1H, J=8.6 Hz and 1.7 Hz), 7.47 (t, 2H, J=7.6 Hz), 7.39 (d, 1H, J=8.6 Hz), 7.37 (d, 1H, J=8.2 Hz), 7... Yields the product FC1=CC=C(CN2C=C(C3=CC(=CC=C23)C2=CC=CC=C2)C(C(=O)O)=O)C=C1 ([1-(4-Fluorobenzyl)-5-phenyl-1H-indol-3-yl](oxo)acetic acid). As a reaction SMILES: [F:1][C:2]1[CH:23]=[CH:22][C:5]([CH2:6][N:7]2[C:15]3[C:10](=[CH:11][C:12]([C:16]4[CH:21]=[CH:20][CH:19]=[CH:18][CH:17]=4)=[CH:13][CH:14]=3)[CH:9]=[CH:8]2)=[CH:4][CH:3]=1.[C:24](Cl)(=[O:28])[C:25](Cl)=[O:26].[OH2:30]>>[F:1][C:2]1[CH:23]=[CH:22][C:5]([CH2:6][N:7]2[C:15]3[C:10](=[CH:11][C:12]([C:16]4[CH:21]=[CH:20][CH:19]=[CH:18][CH:17]=4)=[CH:13][CH:14]=3)[C:9]([C:24](=[O:28])[C:25]([OH:30])=[O:26])=[CH:8]2)=[CH:4][CH:3]=1.